This data is from the Open Reaction Database (ORD), a public repository of structured organic reaction records. The task is: describe an organic reaction: reactants, conditions, products, and yield Reactants: C1(=CC=CC=C1)O (phenol), C(C)(C)C1=CC=C(C=C1)O (para-isopropylphenol). The solvent is O (water). Reaction conditions: time 37 hour. Product: 23, C(=C)(C)C1=CC=C(C=C1)O (para-isopropenylphenol). As a reaction SMILES: C1(O)C=CC=CC=1.[CH:8]([C:11]1[CH:16]=[CH:15][C:14]([OH:17])=[CH:13][CH:12]=1)([CH3:10])[CH3:9]>O>[C:8]([C:11]1[CH:16]=[CH:15][C:14]([OH:17])=[CH:13][CH:12]=1)([CH3:10])=[CH2:9]. Procedure details: In this example, the procedure employed in Example 1 was repeated by passage of the mixture of air, phenol, water, and para-isopropylphenol over the pretreated catalyst, this time at a temperature of about 400°-480° C. for 37 hours. A total of 23 cuts were taken yielding a total volume of about 330 ml product whose conversions to the para-isopropenylphenol were between about 25-30%. The reactants are CC(=O)OCc1cc2ccoc2cn1, C1COCCO1, [Na+], [OH-], O. Yields the product OCc1cc2ccoc2cn1. As a reaction SMILES: [C:1](=[O:2])([CH3:3])[O:4][CH2:5][c:6]1[cH:7][c:8]2[c:9]([cH:10][n:11]1)[o:12][cH:13][cH:14]2.[CH2:18]1[O:19][CH2:20][CH2:21][O:22][CH2:23]1.[Na+:17].[OH-:16].[OH2:15]>>[OH:4][CH2:5][c:6]1[cH:7][c:8]2[c:9]([cH:10][n:11]1)[o:12][cH:13][cH:14]2. Starting materials: CN=C=O, CN(C)c1ccncc1, C1CCOC1, COc1cc(OC)c2ccccc2c1O. The product is CNC(=O)Oc1c(OC)cc(OC)c2ccccc12. As a reaction SMILES: [CH3:16][N:17]=[C:18]=[O:19].[CH3:25][N:26]([CH3:27])[c:28]1[cH:29][cH:30][n:31][cH:32][cH:33]1.[O:20]1[CH2:21][CH2:22][CH2:23][CH2:24]1.[OH:1][c:2]1[c:3]([O:14][CH3:15])[cH:4][c:5]([O:12][CH3:13])[c:6]2[cH:7][cH:8][cH:9][cH:10][c:11]12>>[O:1]([c:2]1[c:3]([O:14][CH3:15])[cH:4][c:5]([O:12][CH3:13])[c:6]2[cH:7][cH:8][cH:9][cH:10][c:11]12)[C:18]([NH:17][CH3:16])=[O:19].